Dataset: the Open Reaction Database (ORD), a public repository of structured organic reaction records. Task: describe an organic reaction: reactants, conditions, products, and yield Starting materials: COC(=O)NN, O=C([O-])O, [Na+], O, O=S(=O)(Cl)Cl, c1ccccc1. The product is COC(=O)NNS(=O)(=O)c1ccccc1. RXN SMILES: [C:1]([NH:2][NH2:3])(=[O:4])[O:5][CH3:6].[C:7](=[O:8])([OH:9])[O-:10].[Na+:11].[OH2:23].[S:12](=[O:13])(=[O:14])([Cl:15])[Cl:16].[cH:17]1[cH:18][cH:19][cH:20][cH:21][cH:22]1>>[C:1]([NH:2][NH:3][S:12](=[O:13])(=[O:14])[c:17]1[cH:18][cH:19][cH:20][cH:21][cH:22]1)(=[O:4])[O:5][CH3:6]. Reaction SMILES: [CH:17]([Cl:18])([Cl:19])[Cl:20].[Cl:1][C:2]([C:3](=[O:4])[c:5]1[nH:6][cH:7][cH:8][cH:9]1)([Cl:10])[Cl:11].[S:12]([Cl:13])(=[O:14])([Cl:15])=[O:16]>>[Cl:1][C:2]([C:3](=[O:4])[c:5]1[nH:6][cH:7][c:8]([Cl:15])[cH:9]1)([Cl:10])[Cl:11]. The product is O=C(c1cc(Cl)c[nH]1)C(Cl)(Cl)Cl. The reactants are ClC(Cl)Cl, O=C(c1ccc[nH]1)C(Cl)(Cl)Cl, O=S(=O)(Cl)Cl. The reactants are C(C)(=O)C1=C(C=C(C=C1)NC(C)=O)F (N-(4-Acetyl-3-fluoro-phenyl)-acetamide), BrBr (bromine). Run at time 1.5 hour. The yield is 82.7%. Procedure: N-(4-Acetyl-3-fluoro-phenyl)-acetamide (10.2 g, 51.2 mmol) is dissolved in 50 mL chloroform. At room temperature bromine (1.98 mL, 38.4 mmol) is added drop wise. The reaction mixture is stirred at room temperature for 1.5 hours. Subsequently the precipitated product is filtered off, washed first with chloroform and then with ethyl acetate to yield N-[4-(2-bromo-acetyl)-3-fluoro-phenyl]-acetamide (8.7 g, 43%); LCIMS at 254 nm; [M+H] 275; Rt 2.918 min) Solvent: C(Cl)(Cl)Cl (chloroform). As a reaction SMILES: [C:1]([C:4]1[CH:9]=[CH:8][C:7]([NH:10][C:11](=[O:13])[CH3:12])=[CH:6][C:5]=1[F:14])(=[O:3])[CH3:2].[Br:15]Br>C(Cl)(Cl)Cl>[Br:15][CH2:2][C:1]([C:4]1[CH:9]=[CH:8][C:7]([NH:10][C:11](=[O:13])[CH3:12])=[CH:6][C:5]=1[F:14])=[O:3]. Yields the product BrCC(=O)C1=C(C=C(C=C1)NC(C)=O)F (N-[4-(2-bromo-acetyl)-3-fluoro-phenyl]-acetamide). Reactants: Cc1c(Br)cccc1NC(=O)c1ccccc1F, COc1ccc(P2(=S)SP(=S)(c3ccc(OC)cc3)S2)cc1, Cc1ccccc1. Yields the product Cc1c(Br)cccc1NC(=S)c1ccccc1F. Reaction SMILES: [Br:1][c:2]1[c:3]([CH3:18])[c:4]([NH:8][C:9]([c:10]2[c:11]([F:16])[cH:12][cH:13][cH:14][cH:15]2)=[O:17])[cH:5][cH:6][cH:7]1.[CH3:19][O:20][c:21]1[cH:22][cH:23][c:24]([P:25]2(=[S:26])[S:27][P:29](=[S:30])([c:31]3[cH:32][cH:33][c:34]([O:35][CH3:36])[cH:37][cH:38]3)[S:28]2)[cH:39][cH:40]1.[CH3:41][c:42]1[cH:43][cH:44][cH:45][cH:46][cH:47]1>>[Br:1][c:2]1[c:3]([CH3:18])[c:4]([NH:8][C:9]([c:10]2[c:11]([F:16])[cH:12][cH:13][cH:14][cH:15]2)=[S:28])[cH:5][cH:6][cH:7]1. Starting materials: ClC=1C=CC(=C(C=O)C1)O (5-chloro-2-hydroxy-benzaldehyde), 15a, C(C=C)#N (acrylonitrile), C1CN2CCN1CC2 (DABCO). Run in CCOCC (Et2O). Product: ClC=1C=C2C=C(COC2=CC1)C#N (6-chloro-2H-chromene-3-carbonitrile), 15b. Yield: 74.0%. Reaction SMILES: [Cl:1][C:2]1[CH:3]=[CH:4][C:5]([OH:10])=[C:6]([CH:9]=1)[CH:7]=O.[C:11](#[N:14])[CH:12]=[CH2:13].C1N2CCN(CC2)C1>CCOCC>[Cl:1][C:2]1[CH:9]=[C:6]2[C:5](=[CH:4][CH:3]=1)[O:10][CH2:13][C:12]([C:11]#[N:14])=[CH:7]2. Procedure details: 5-chloro-2-hydroxy-benzaldehyde Compound 15a (10.0 mmol, 1.7 g), acrylonitrile (50.0 mmol, 2.14 mL) and DABCO (2.33 mmol, 0.26 g) were mixed together and heated to reflux overnight using an oil bath. After the flask was cooled to room temperature, Et2O (100 mL) was added and the Et2O layer was washed with 10% NaOH solution followed by 1N HCl and brine. The organic layer was dried over MgSO4, filtered and the solvent was removed in vacuo to obtain 6-chloro-2H-chromene-3-carbonitrile Compound 15b ... The reactants are BrC1=CC=C2C(=CNC2=C1)C=O (6-bromo-1H-indole-3-carbaldehyde), C(C=C)OC=1C=C2C(=CN(C2=CC1)C(=O)N)N=C=O (5-allyloxy-3-isocyanato-indole-1-carboxylic acid amide). The product is BrC1=CC=C2C(=CN(C2=C1)C(=O)N)N=C=O (6-Bromo-3-isocyanato-indole-1-carboxylic acid amide). As a reaction SMILES: [Br:1]C1C=C2C(C(C=O)=CN2)=CC=1.C(O[C:17]1[CH:18]=[C:19]2[C:23](=[CH:24][CH:25]=1)[N:22]([C:26]([NH2:28])=[O:27])[CH:21]=[C:20]2[N:29]=[C:30]=[O:31])C=C>>[Br:1][C:25]1[CH:24]=[C:23]2[C:19]([C:20]([N:29]=[C:30]=[O:31])=[CH:21][N:22]2[C:26]([NH2:28])=[O:27])=[CH:18][CH:17]=1. Procedure: was prepared from 6-bromo-1H-indole-3-carbaldehyde using the protocol described for steps C, D and E in scheme A4 for the preparation of 5-allyloxy-3-isocyanato-indole-1-carboxylic acid amide. Reactants: O (water), [BH4-].C(CCC)[N+](CCCC)(CCCC)CCCC (tetrabutylammonium borohydride), C(C=C)OC1(CCN(CC1)C1=C(C(=C(C=2N1C=C(N2)C=2C=C(C=CC2)C2=C(C=CC(=C2)OC(F)(F)F)O[C@@H](C)CC=C)C)C)[C@@H](C(=O)OC)OC(C)(C)C)C ((S)-methyl 2-(5-(4-(allyloxy)-4-methylpiperidin-1-yl)-7,8-dimethyl-2-(2′-((S)-pent-4-en-2-yloxy)-5′-(trifluoromethoxy)-[1,1′-biphenyl]-3-yl)imidazo[1,2-a]pyridin-6-yl)-2-(tert-butoxy)acetate), TsOH monohydrate. The reagents and catalysts are CC1=CC(=C(C(=C1)C)N2CCN(C2=[Ru](=CC3=C(C=CC=C3)OC(C)C)(Cl)Cl)C4=C(C=C(C=C4C)C)C)C (Hoveyda Grubbs 2nd generation). Solvent: C(Cl)Cl (DCM), ClCCCl (DCE). Reaction conditions: time 3 hour. Yields the product C(C)(C)(C)O[C@H](C(=O)OC)C1=C2N3CCC(OCCCC[C@@H](OC=4C=CC(=CC4C4=CC=CC(C5=CN2C(C(=C1C)C)=N5)=C4)OC(F)(F)F)C)(CC3)C (Methyl(2S)-2-(tert-butoxy)-2-[(22S)-4,5,22,28-tetramethyl-17-(trifluoromethoxy)-21,27-dioxa-1,7,34-triazahexacyclo[26.2.2.16,9.110,14.02,7.015,20]tetratriaconta-2,4,6(34),8,10(33),11,13,15(20),16,18-decaen-3-yl]acetate). Isolated yield 38.3%. As a reaction SMILES: [CH2:1]([O:4][C:5]1([CH3:55])[CH2:10][CH2:9][N:8]([C:11]2[N:16]3[CH:17]=[C:18]([C:20]4[CH:21]=[C:22]([C:26]5[CH:31]=[C:30]([O:32][C:33]([F:36])([F:35])[F:34])[CH:29]=[CH:28][C:27]=5[O:37][C@H:38]([CH2:40][CH:41]=C)[CH3:39])[CH:23]=[CH:24][CH:25]=4)[N:19]=[C:15]3[C:14]([CH3:43])=[C:13]([CH3:44])[C:12]=2[C@H:45]([O:50][C:51]([CH3:54])([CH3:53])[CH3:52])[C:46]([O:48][CH3:49])=[O:47])[CH2:7][CH2:6]1)[CH:2]=C.O.[BH4-].C([N+](CCCC)(CCCC)CCCC)CCC>ClCCCl.CC1C=C(C)C(N2C(=[Ru](Cl)(Cl)=CC3C=CC=CC=3OC(C)C)N(C3C(C)=CC(C)=CC=3C)CC2)=C(C)C=1.C(Cl)Cl>[C:51]([O:50][C@@H:45]([C:12]1[C:13]([CH3:44])=[C:14]([CH3:43])[C:15]2=[N:19][C:18]3=[CH:17][N:16]2[C:11]=1[N:8]1[CH2:9][CH2:10][C:5]([CH3:55])([O:4][CH2:1][CH2:2][CH2:41][CH2:40][C@H:38]([CH3:39])[O:37][C:27]2[CH:28]=[CH:29][C:30]([O:32][C:33]([F:34])([F:35])[F:36])=[CH:31][C:26]=2[C:22]2[CH:21]=[C:20]3[CH:25]=[CH:24][CH:23]=2)[CH2:6][CH2:7]1)[C:46]([O:48][CH3:49])=[O:47])([CH3:52])([CH3:53])[CH3:54] |f:2.3|. Reported procedure: A solution of (S)-methyl 2-(5-(4-(allyloxy)-4-methylpiperidin-1-yl)-7,8-dimethyl-2-(2′-((S)-pent-4-en-2-yloxy)-5′-(trifluoromethoxy)-[1,1′-biphenyl]-3-yl)imidazo[1,2-a]pyridin-6-yl)-2-(tert-butoxy)acetate (0.20 g, 0.262 mmol, 1 equiv) and TsOH monohydrate (50 mg, 0.262 mmol, 1 equiv) in DCE (100 mL) was heated to 80° C. The Hoveyda Grubbs 2nd generation catalyst (16 mg, 0.026 mmol, 0.1 equiv) was added. The pale green brown solution was stirred for 3 h. Upon cooling to ambient temperature, the r...